Dataset: the Open Reaction Database (ORD), a public repository of structured organic reaction records. Task: describe an organic reaction: reactants, conditions, products, and yield Starting materials: O=C([O-])[O-], Cc1ccc(S(=O)(=O)OC(C)C(=O)N2CCOCC2)cc1, CCOC(C)=O, [K+], [K+], CC[Si](CC)(CC)OC(CN(C(=O)OC(C)(C)C)C(C)Cc1c[nH]c2c(O)cccc12)c1cccnc1. The product is CC[Si](CC)(CC)OC(CN(C(=O)OC(C)(C)C)C(C)Cc1c[nH]c2c(OC(C)C(=O)N3CCOCC3)cccc12)c1cccnc1. RXN SMILES: [C:38](=[O:39])([O-:40])[O-:41].[CH3:44][c:45]1[cH:46][cH:47][c:48]([S:49]([O:50][CH:55]([C:56](=[O:57])[N:58]2[CH2:59][CH2:60][O:61][CH2:62][CH2:63]2)[CH3:64])(=[O:51])=[O:52])[cH:53][cH:54]1.[CH3:65][CH2:66][O:67][C:68](=[O:69])[CH3:70].[K+:42].[K+:43].[OH:1][c:2]1[cH:3][cH:4][cH:5][c:6]2[c:7]([CH2:11][CH:12]([CH3:13])[N:14]([C:15]([O:16][C:17]([CH3:18])([CH3:19])[CH3:20])=[O:21])[CH2:22][CH:23]([O:24][Si:25]([CH2:26][CH3:27])([CH2:28][CH3:29])[CH2:30][CH3:31])[c:32]3[cH:33][n:34][cH:35][cH:36][cH:37]3)[cH:8][nH:9][c:10]12>>[O:1]([c:2]1[cH:3][cH:4][cH:5][c:6]2[c:7]([CH2:11][CH:12]([CH3:13])[N:14]([C:15]([O:16][C:17]([CH3:18])([CH3:19])[CH3:20])=[O:21])[CH2:22][CH:23]([O:24][Si:25]([CH2:26][CH3:27])([CH2:28][CH3:29])[CH2:30][CH3:31])[c:32]3[cH:33][n:34][cH:35][cH:36][cH:37]3)[cH:8][nH:9][c:10]12)[CH:55]([C:56](=[O:57])[N:58]1[CH2:59][CH2:60][O:61][CH2:62][CH2:63]1)[CH3:64]. The reactants are CCN1CCNC1=S, ClCCl, Cl, O=N[O-], [Na+]. Product: CCN1CCN(N=O)C1=S. RXN SMILES: [CH2:1]([CH3:2])[N:3]1[C:4](=[S:8])[NH:5][CH2:6][CH2:7]1.[Cl:14][CH2:15][Cl:16].[ClH:13].[N:9](=[O:10])[O-:11].[Na+:12]>>[CH2:1]([CH3:2])[N:3]1[C:4](=[S:8])[N:5]([N:9]=[O:10])[CH2:6][CH2:7]1.